This data is from the Open Reaction Database (ORD), a public repository of structured organic reaction records. The task is: describe an organic reaction: reactants, conditions, products, and yield The reactants are solid, [OH-].[Na+] (sodium hydroxide), C1(=CC=CC=C1)C (toluene), [OH-].[Na+] (sodium hydroxide), CC(C#N)=CC (2-methyl-2-butenenitrile), C(C=C(C)C)Cl (prenyl chloride), [Cl-].[Na+] (sodium chloride). Reagents/catalysts: [Br-].C(CCC)[N+](CCCC)(CCCC)CCCC (tetrabutyl ammonium bromide). Run at temperature 70 celsius, time 2 hour. The product is CC(C#N)(CC=C(C)C)C=C (2,5-Dimethyl-2-ethenyl-4-hexenenitrile). RXN SMILES: [OH-].[Na+].[CH3:3][C:4](=[CH:7][CH3:8])[C:5]#[N:6].C(Cl)C=[C:11]([CH3:13])[CH3:12].[Cl-].[Na+].[C:17]1(C)C=CC=C[CH:18]=1>[Br-].C([N+](CCCC)(CCCC)CCCC)CCC>[CH3:3][C:4]([CH:17]=[CH2:18])([CH2:7][CH:8]=[C:11]([CH3:13])[CH3:12])[C:5]#[N:6] |f:0.1,4.5,7.8|. Procedure details: Into a 1 liter 4-neck flask equipped with a stirrer, reflux cooler, and dropping funnel, 48 g (1.2 moles) of solid sodium hydroxide, 200 ml of toluene and 10 g of tetrabutyl ammonium bromide were first introduced, and heated to 70° C. Within 2 hours, a mixture of 81 g (1 mole) of 2-methyl-2-butenenitrile, and 125.4 g (1.2 moles) of prenyl chloride were added dropwise while stirring. Thereupon, the reaction mixture was further stirred for 3 hours at 75° C. For processing the reaction mixture, exc... Starting materials: C(#N)C=1C=C(C=CCO)C=CC1 (3-cyanocinnamyl alcohol). The reagents and catalysts are [Pd] (palladium on charcoal). Run in CO (methanol). Product: C(#N)C=1C=C(C=CC1)CCCO (3-(3-Cyanophenyl)propanol). Reaction SMILES: [C:1]([C:3]1[CH:4]=[C:5]([CH:10]=[CH:11][CH:12]=1)[CH:6]=[CH:7][CH2:8][OH:9])#[N:2]>CO.[Pd]>[C:1]([C:3]1[CH:4]=[C:5]([CH2:6][CH2:7][CH2:8][OH:9])[CH:10]=[CH:11][CH:12]=1)#[N:2]. Procedure details: A solution of 3-cyanocinnamyl alcohol (4.1 g) in methanol (100 ml) was hydrogenated at 50 psi over 10% palladium on charcoal (0.5 g) for 1 hour. The catalyst was filtered off and the filtrate was evaporated to give the product as a pale oil. The reactants are ClC1=CC2=C(C=N1)C=NN2C2=CC=CC(=N2)N2CCN(CCC2)C(=O)OC(C)(C)C (tert-butyl 4-(6-(6-chloro-1H-pyrazolo[4,3-c]pyridin-1-yl)pyridin-2-yl)-1,4-diazepane-1-carboxylate), FC(N1N=CC(=C1)B1OC(C(O1)(C)C)(C)C)F (1-(difluoromethyl)-4-(4,4,5,5-tetramethyl-1,3,2-dioxaborolan-2-yl)-1H-pyrazole). The product is N1(CCNCCC1)C1=CC=CC(=N1)N1N=CC=2C=NC(=CC21)C=2C=NN(C2)C(F)F (1-(6-(1,4-Diazepan-1-yl)pyridin-2-yl)-6-(1-(difluoromethyl)-1H-pyrazol-4-yl)-1H-pyrazolo[4,3-c]pyridine). Yield: 35.0%. Reaction SMILES: Cl[C:2]1[N:7]=[CH:6][C:5]2[CH:8]=[N:9][N:10]([C:11]3[N:16]=[C:15]([N:17]4[CH2:23][CH2:22][CH2:21][N:20](C(OC(C)(C)C)=O)[CH2:19][CH2:18]4)[CH:14]=[CH:13][CH:12]=3)[C:4]=2[CH:3]=1.[F:31][CH:32]([F:47])[N:33]1[CH:37]=[C:36](B2OC(C)(C)C(C)(C)O2)[CH:35]=[N:34]1>>[N:17]1([C:15]2[N:16]=[C:11]([N:10]3[C:4]4[CH:3]=[C:2]([C:36]5[CH:35]=[N:34][N:33]([CH:32]([F:31])[F:47])[CH:37]=5)[N:7]=[CH:6][C:5]=4[CH:8]=[N:9]3)[CH:12]=[CH:13][CH:14]=2)[CH2:23][CH2:22][CH2:21][NH:20][CH2:19][CH2:18]1. Reported procedure: Following the procedures as described in Example 45 and starting with tert-butyl 4-(6-(6-chloro-1H-pyrazolo[4,3-c]pyridin-1-yl)pyridin-2-yl)-1,4-diazepane-1-carboxylate and 1-(difluoromethyl)-4-(4,4,5,5-tetramethyl-1,3,2-dioxaborolan-2-yl)-1H-pyrazole, 173 was obtained as a white solid (80 mg, 35%) over three steps. 1H-NMR (500 MHz, CD3OD) δ (ppm) 9.06 (s, 1H), 8.73 (s, 1H), 8.50 (s, 1H), 8.34 (s, 1H), 8.15 (s, 1H), 7.50-7.67 (m, 2H), 7.23 (d, J=7.5 Hz, 1H), 6.58 (d, J=8.0 Hz, 1H), 3.87-3.90 (m,... Reactants: C1(CCCCC1)COC=1C(=NC=CC1)N (3-(Cyclohexylmethoxy)pyridine-2-amine), ClC(C(=O)OCC)C(=O)C (ethyl 2-chloroacetoacetate). Solvent: C(C)O (ethanol). Yields the product C1(CCCCC1)COC=1C=2N(C=CC1)C(=C(N2)C)C(=O)OCC (Ethyl 8-(cyclohexylmethoxy)-2-methylimidazo[1,2-a]pyridine-3-carboxylate). RXN SMILES: [CH:1]1([CH2:7][O:8][C:9]2[C:10]([NH2:15])=[N:11][CH:12]=[CH:13][CH:14]=2)[CH2:6][CH2:5][CH2:4][CH2:3][CH2:2]1.Cl[CH:17]([C:23]([CH3:25])=O)[C:18]([O:20][CH2:21][CH3:22])=[O:19]>C(O)C>[CH:1]1([CH2:7][O:8][C:9]2[C:10]3[N:11]([C:17]([C:18]([O:20][CH2:21][CH3:22])=[O:19])=[C:23]([CH3:25])[N:15]=3)[CH:12]=[CH:13][CH:14]=2)[CH2:2][CH2:3][CH2:4][CH2:5][CH2:6]1. Procedure: 130 g of 3-(cyclohexylmethoxy)pyridine-2-amine (Example 7A; 630 mmol, 1 equivalent) were initially charged in 3950 ml of ethanol, and 436 ml of ethyl 2-chloroacetoacetate (3.2 mol, 5 equivalents) were added. The resulting reaction mixture was heated under reflux for 24 h and then concentrated under reduced pressure. The crude product obtained in this manner was chromatographed on silica gel using cyclohexane/diethyl ether as mobile phase, giving 66.2 g (33.2% of theory) of the title compound. Reactants: C(C1=CC=CC=C1)O[C@H]1[C@H](OC)OC[C@H]([C@@H]1O)OCC1=CC=CC=C1 (methyl 2,4-di-O-benzyl-b-D-xylopyranoside), [H-].[Na+] (NaH), oil, CI (methyl iodide). The solvent is CN(C)C=O (DMF). Conditions: temperature 0 celsius, time 30 minute. Yields the product C(C1=CC=CC=C1)O[C@H]1[C@H](OC)OC[C@H]([C@@H]1OC)OCC1=CC=CC=C1 (methyl 2,4-di-O-benzyl-3-O-methyl-b-D-xylopyranoside). Isolated yield 99.9%. RXN SMILES: [CH2:1]([O:8][C@@H:9]1[C@@H:16]([OH:17])[C@H:15]([O:18][CH2:19][C:20]2[CH:25]=[CH:24][CH:23]=[CH:22][CH:21]=2)[CH2:14][O:13][C@H:10]1[O:11][CH3:12])[C:2]1[CH:7]=[CH:6][CH:5]=[CH:4][CH:3]=1.[H-].[Na+].[CH3:28]I>CN(C=O)C>[CH2:1]([O:8][C@@H:9]1[C@@H:16]([O:17][CH3:28])[C@H:15]([O:18][CH2:19][C:20]2[CH:25]=[CH:24][CH:23]=[CH:22][CH:21]=2)[CH2:14][O:13][C@H:10]1[O:11][CH3:12])[C:2]1[CH:3]=[CH:4][CH:5]=[CH:6][CH:7]=1 |f:1.2|. Procedure: To a solution of methyl 2,4-di-O-benzyl-b-D-xylopyranoside (38 g, 0.11 mole) in dry DMF (500 ml) was added 60% NaH in oil (4.4 g, 0.11 mole). After stirring at 0° C. for 30 min, methyl iodide (17 g, 0.12 mole) was added and the reaction mixture was allowed to warm to room temperature. The solution was continued to stir for 1 hr and evaporated to dryness under reduced pressure. The oily residue was partitioned between ether (300 ml) and water (300 ml). The ether layer was dried over anhydrous sod...